Dataset: the Open Reaction Database (ORD), a public repository of structured organic reaction records. Task: describe an organic reaction: reactants, conditions, products, and yield Reactants: FC(C)(C)C1=NOC(=C1)NC(OC1=CC=C(C=C1)Cl)=O (4-chlorophenyl 3-(2-fluoropropan-2-yl)isoxazol-5-ylcarbamate), COC=1C=C2C(=NC=NC2=CC1OC)OC=1C=C(N)C=CC1F (3-(6,7-dimethoxyquinazolin-4-yloxy)-4-fluoroaniline), N,N-4-(dimethylamino)pyridine. Run in C1CCOC1 (THF). Run at time 15 hour. The product is COC=1C=C2C(=NC=NC2=CC1OC)OC=1C=C(C=CC1F)NC(=O)NC1=CC(=NO1)C(C)(C)F (1-(3-(6,7-dimethoxyquinazolin-4-yloxy)-4-fluorophenyl)-3-(3-(2-fluoropropan-2-yl)isoxazol-5-yl)urea). Yield: 63.8%. Reaction SMILES: [F:1][C:2]([C:5]1[CH:9]=[C:8]([NH:10][C:11](=[O:20])OC2C=CC(Cl)=CC=2)[O:7][N:6]=1)([CH3:4])[CH3:3].[CH3:21][O:22][C:23]1[CH:24]=[C:25]2[C:30](=[CH:31][C:32]=1[O:33][CH3:34])[N:29]=[CH:28][N:27]=[C:26]2[O:35][C:36]1[CH:37]=[C:38]([CH:40]=[CH:41][C:42]=1[F:43])[NH2:39]>C1COCC1>[CH3:21][O:22][C:23]1[CH:24]=[C:25]2[C:30](=[CH:31][C:32]=1[O:33][CH3:34])[N:29]=[CH:28][N:27]=[C:26]2[O:35][C:36]1[CH:37]=[C:38]([NH:39][C:11]([NH:10][C:8]2[O:7][N:6]=[C:5]([C:2]([F:1])([CH3:3])[CH3:4])[CH:9]=2)=[O:20])[CH:40]=[CH:41][C:42]=1[F:43]. Procedure details: A mixture of 4-chlorophenyl 3-(2-fluoropropan-2-yl)isoxazol-5-ylcarbamate (prepared as described in Example 257A) (170 mg, 0.571 mmol), 3-(6,7-dimethoxyquinazolin-4-yloxy)-4-fluoroaniline (prepared as described in Example 266A steps 1 and 2) (150 mg, 0.475 mmol) and N,N-4-(dimethylamino)pyridine (10 mg, 0.082 mmol) in THF (5 mL) was stirred at rt for 15 h. The reaction mixture was concentrated under reduced pressure to give the crude product. Purification via silica gel flash chromatography (elu... Starting materials: C1COCCO1, CCOC(=O)c1c(C)cc(C)[nH]c1=O, CC(=O)[O-], OB(O)c1ccccc1, c1ccncc1. The product is CCOC(=O)c1c(C)cc(C)n(-c2ccccc2)c1=O. Reaction SMILES: [CH2:34]1[O:35][CH2:36][CH2:37][O:38][CH2:39]1.[CH3:1][c:2]1[c:3]([C:10](=[O:11])[O:12][CH2:13][CH3:14])[c:4](=[O:9])[nH:5][c:6]([CH3:8])[cH:7]1.[CH3:24][C:25](=[O:26])[O-:27].[OH:15][B:16]([OH:17])[c:18]1[cH:19][cH:20][cH:21][cH:22][cH:23]1.[cH:28]1[cH:29][cH:30][n:31][cH:32][cH:33]1>>[CH3:1][c:2]1[c:3]([C:10](=[O:11])[O:12][CH2:13][CH3:14])[c:4](=[O:9])[n:5](-[c:18]2[cH:19][cH:20][cH:21][cH:22][cH:23]2)[c:6]([CH3:8])[cH:7]1. Starting materials: CS(=O)(=O)OC1CN(C1)CCC1=C(C=CC=C1)N1C(CCCC1)=O (1-{2-[2-(2-oxopiperidin-1-yl)phenyl]ethyl}azetidin-3-yl methanesulfonate), OC1=CC=C(C#N)C=C1 (4-hydroxybenzonitrile), C(=O)([O-])[O-].[K+].[K+] (K2CO3). Solvent: C(C)#N.C(Cl)Cl.CO.CN(C)C=O (acetonitrile CH2Cl2 MeOH DMF), C(C)#N (acetonitrile). Conditions: temperature 100 celsius. Product: C(C(=O)O)(=O)O.O=C1N(CCCC1)C1=C(C=CC=C1)CCN1CC(C1)OC1=CC=C(C#N)C=C1 (4-[(1-{2-[2-(2-oxopiperidin-1-yl)phenyl]ethyl}azetidin-3-yl)oxy]benzonitrile oxalate). As a reaction SMILES: CS([O:5][CH:6]1[CH2:9][N:8]([CH2:10][CH2:11][C:12]2[CH:17]=[CH:16][CH:15]=[CH:14][C:13]=2[N:18]2[CH2:23][CH2:22][CH2:21][CH2:20][C:19]2=[O:24])[CH2:7]1)(=O)=O.[OH:25][C:26]1[CH:33]=[CH:32][C:29]([C:30]#[N:31])=[CH:28][CH:27]=1.[C:34]([O-:37])([O-:36])=O.[K+].[K+]>C(#N)C.C(#N)C.C(Cl)Cl.CO.CN(C=O)C>[C:19]([OH:24])(=[O:25])[C:34]([OH:37])=[O:36].[O:24]=[C:19]1[CH2:20][CH2:21][CH2:22][CH2:23][N:18]1[C:13]1[CH:14]=[CH:15][CH:16]=[CH:17][C:12]=1[CH2:11][CH2:10][N:8]1[CH2:9][CH:6]([O:5][C:26]2[CH:33]=[CH:32][C:29]([C:30]#[N:31])=[CH:28][CH:27]=2)[CH2:7]1 |f:2.3.4,6.7.8.9,10.11|. Procedure: To 1-{2-[2-(2-oxopiperidin-1-yl)phenyl]ethyl}azetidin-3-yl methanesulfonate a11-2 (273 mg, 0.775 mmol, 1 eq) and 4-hydroxybenzonitrile (110.8 mg, 0.93 mmol, 1.2 eq) in acetonitrile (5 ml) is added, under stirring, K2CO3 (374.9 mg, 2.71 mmol, 3.5 eq). The reaction mixture is heated at 100° C. for 10 minutes under microwave conditions. The reaction mixture is cooled, diluted with a mixture of acetonitrile/CH2Cl2/MeOH/DMF (1/1/1/1) (approximately 10 ml) to ensure the solubilisation of the expected ... Reactants: ClC1=CC2=C(NC(CN=C2C2=C(C=CC=C2)Cl)=S)S1 (7-chloro-5-(o-chlorophenyl)-1,3-dihydro-2H-thieno[2,3-e]-1,4-diazepine-2-thione), C(CO)(=O)NN (glycolic acid hydrazide). Run in C(CCC)O (butanol). Product: ClC1=CC=2C(=NCC=3N(C2S1)C(=NN3)CO)C3=C(C=CC=C3)Cl (2-chloro-4-(o-chlorophenyl)-6H-thieno[3,2-f]-s-triazolo[4,3-a][1,4]diazepine-9-methanol). Reaction SMILES: [Cl:1][C:2]1[S:19][C:5]2[NH:6][C:7](=S)[CH2:8][N:9]=[C:10]([C:11]3[CH:16]=[CH:15][CH:14]=[CH:13][C:12]=3[Cl:17])[C:4]=2[CH:3]=1.[C:20]([NH:24][NH2:25])(=O)[CH2:21][OH:22]>C(O)CCC>[Cl:1][C:2]1[S:19][C:5]2[N:6]3[C:20]([CH2:21][OH:22])=[N:24][N:25]=[C:7]3[CH2:8][N:9]=[C:10]([C:11]3[CH:16]=[CH:15][CH:14]=[CH:13][C:12]=3[Cl:17])[C:4]=2[CH:3]=1. Reported procedure: 1.1 g of 7-chloro-5-(o-chlorophenyl)-1,3-dihydro-2H-thieno[2,3-e]-1,4-diazepine-2-thione are refluxed for 8 hours with 1.5 g of glycolic acid hydrazide in absolute butanol. The solvent is then distilled off and the residue recrystallized from ethyl acetate containing active carbon to yield 2-chloro-4-(o-chlorophenyl)-6H-thieno[3,2-f]-s-triazolo[4,3-a][1,4]diazepine-9-methanol, melting point 219°-221° C.